Dataset: the Open Reaction Database (ORD), a public repository of structured organic reaction records. Task: describe an organic reaction: reactants, conditions, products, and yield Starting materials: C(C)N1N=C(C=C1NC([C@H](CC1=CC=CC=C1)NCC(=O)OCC)=O)C1=CC=NC=C1 (Ethyl 2-((S)-1-(1-ethyl-3-(pyridin-4-yl)-1H-pyrazol-5-ylamino)-1-oxo-3-phenylpropan-2-ylamino)acetate), Cl (hydrogen chloride). Run in O1CCOCC1 (1,4-dioxane), O1CCOCC1 (1,4-dioxane). Yields the product Cl.Cl.C(C)N1N=C(C=C1NC([C@H](CC1=CC=CC=C1)NCC(=O)OCC)=O)C1=CC=NC=C1 (Ethyl 2-((S)-1-(1-ethyl-3-(pyridin-4-yl)-1H-pyrazol-5-ylamino)-1-oxo-3-phenylpropan-2-ylamino)acetate dihydrochloride). Isolated yield 100.0%. RXN SMILES: [CH2:1]([N:3]1[C:7]([NH:8][C:9](=[O:25])[C@@H:10]([NH:18][CH2:19][C:20]([O:22][CH2:23][CH3:24])=[O:21])[CH2:11][C:12]2[CH:17]=[CH:16][CH:15]=[CH:14][CH:13]=2)=[CH:6][C:5]([C:26]2[CH:31]=[CH:30][N:29]=[CH:28][CH:27]=2)=[N:4]1)[CH3:2].[ClH:32]>O1CCOCC1>[ClH:32].[ClH:32].[CH2:1]([N:3]1[C:7]([NH:8][C:9](=[O:25])[C@@H:10]([NH:18][CH2:19][C:20]([O:22][CH2:23][CH3:24])=[O:21])[CH2:11][C:12]2[CH:13]=[CH:14][CH:15]=[CH:16][CH:17]=2)=[CH:6][C:5]([C:26]2[CH:27]=[CH:28][N:29]=[CH:30][CH:31]=2)=[N:4]1)[CH3:2] |f:3.4.5|. Procedure: To a 25 ml flask was added ethyl 2-((S)-1-(1-ethyl-3-(pyridin-4-yl)-1H-pyrazol-5-ylamino)-1-oxo-3-phenylpropan-2-ylamino)acetate 101.1.C (45 mg, 0.11 mmole), and 1 ml of 1,4-dioxane. To the solution, 1 ml of 4N-hydrogen chloride solution in 1,4-dioxane (4 mmol) was added at 0° C. After then, the solvent was removed by rotary evaporation. The crude product was dried under a high vacuum to give 101.1 (54 mg, 100% yield) as colorless amorphous. LCMS ESI (pos.) m/e: 423 (M+H). Reactants: CN, Cc1ccc(S(=O)(=O)OCC2Cc3cc(-c4ccccc4)cc(-c4ccc(Cl)cc4)c3O2)cc1, Cl. Yields the product CNCC1Cc2cc(-c3ccccc3)cc(-c3ccc(Cl)cc3)c2O1. RXN SMILES: [CH3:36][NH2:37].[Cl:2][c:3]1[cH:4][cH:5][c:6](-[c:9]2[cH:10][c:11](-[c:30]3[cH:31][cH:32][cH:33][cH:34][cH:35]3)[cH:12][c:13]3[c:17]2[O:16][CH:15]([CH2:18][O:19][S:20]([c:21]2[cH:22][cH:23][c:24]([CH3:25])[cH:26][cH:27]2)(=[O:28])=[O:29])[CH2:14]3)[cH:7][cH:8]1.[ClH:1]>>[Cl:2][c:3]1[cH:4][cH:5][c:6](-[c:9]2[cH:10][c:11](-[c:30]3[cH:31][cH:32][cH:33][cH:34][cH:35]3)[cH:12][c:13]3[c:17]2[O:16][CH:15]([CH2:18][NH:37][CH3:36])[CH2:14]3)[cH:7][cH:8]1. The reactants are ClCCl, COC(=O)C(=C(C)C)N1C(=O)C(C(C)(C)O[SiH2]C(C)(C)C)C1S(C)(=O)=O, CSC, O, O=[O+][O-]. The product is CC(C)(C)[SiH2]OC(C)(C)C1C(=O)NC1S(C)(=O)=O. Reaction SMILES: [CH2:34]([Cl:35])[Cl:36].[CH3:1][O:2][C:3](=[O:4])[C:5](=[C:6]([CH3:7])[CH3:26])[N:8]1[C:9](=[O:25])[CH:10]([C:16]([O:17][SiH2:18][C:19]([CH3:20])([CH3:21])[CH3:22])([CH3:23])[CH3:24])[CH:11]1[S:12](=[O:13])(=[O:14])[CH3:15].[CH3:31][S:32][CH3:33].[O:27].[O:28]=[O+:29][O-:30]>>[NH:8]1[C:9](=[O:25])[CH:10]([C:16]([O:17][SiH2:18][C:19]([CH3:20])([CH3:21])[CH3:22])([CH3:23])[CH3:24])[CH:11]1[S:12](=[O:13])(=[O:14])[CH3:15].